Dataset: the Open Reaction Database (ORD), a public repository of structured organic reaction records. Task: describe an organic reaction: reactants, conditions, products, and yield Starting materials: C(C)O (ethanol), 18.5, Cl.N(C1=CC=CC=C1)C1=CC(=NC2=CC=C3C(=C12)NC=N3)C (9-Anilino-7-methyl-1H-imidazo[4,5-f]quinoline Hydrochloride), ClC1=CC(=C(N)C=C1OC)OC (4-chloro-2,5-dimethoxyaniline). Conditions: time 8 hour. Product: Cl.ClC1(CC=C(NC2=CC(=NC3=CC=C4C(=C23)NC=N4)C)C=C1OC)OC (9-(4-Chloro-4,5-dimethoxyanilino)-7-methyl-1H-imidazo[4,5-f]quinoline Hydrochloride). RXN SMILES: Cl.N([C:9]1[C:18]2[C:13](=[CH:14][CH:15]=[C:16]3[N:21]=[CH:20][NH:19][C:17]3=2)[N:12]=[C:11]([CH3:22])[CH:10]=1)C1C=CC=CC=1.[Cl:23][C:24]1[C:30]([O:31][CH3:32])=[CH:29][C:27]([NH2:28])=[C:26](OC)[CH:25]=1.[CH2:35]([OH:37])C>>[ClH:23].[Cl:23][C:24]1([O:37][CH3:35])[C:30]([O:31][CH3:32])=[CH:29][C:27]([NH:28][C:9]2[C:18]3[C:13](=[CH:14][CH:15]=[C:16]4[N:21]=[CH:20][NH:19][C:17]4=3)[N:12]=[C:11]([CH3:22])[CH:10]=2)=[CH:26][CH2:25]1 |f:0.1,4.5|. Reported procedure: A mixture of 18.5 (0.085 m.) of the compound of Example I, C., 16 g. (0.085 m.) of 4-chloro-2,5-dimethoxyaniline and 250 ml. of ethanol was refluxed with stirring overnight. The solution was concentrated to dryness in vacuo. The crude product was recrystallized from 1000 ml. of MeOH to give 21.5 g., m.p. 274°-277°C. The product is ClC1=C(N)C=C(C=C1)C=1C=NN(C1)C (2-Chloro-5-(1-methyl-1H-pyrazol-4-yl)aniline). The reactants are C([O-])([O-])=O.[Na+].[Na+] (sodium carbonate), NC=1C=C(C=CC1Cl)B1OC(C)(C)C(C)(C)O1 (3-amino-4-chlorophenylboronic acid pinacol ester), BrC=1C=NN(C1)C (4-bromo-1-methylpyrazole). Yield: 44.4%. Reagents/catalysts: catalyst, C1(=CC=CC=C1)P([C-]1C=CC=C1)C1=CC=CC=C1.[C-]1(C=CC=C1)P(C1=CC=CC=C1)C1=CC=CC=C1.[Fe+2] (1,1′-bis(diphenylphosphino)ferrocene). Procedure: To a mixture of 3-amino-4-chlorophenylboronic acid pinacol ester (0.110 g, 0.434 mmol), 4-bromo-1-methylpyrazole (0.087 g, 0.54 mmol), 1,1′-bis(diphenylphosphino)ferrocene)-dichloropalladium(II) DCM complex (24 mg, 0.029 mmol) was added anhydrous DME (2.5 mL) followed by 1M aqueous sodium carbonate (0.99 mL, 0.99 mmol). The microwave vial was heated at 150° C. for 20 minutes under microwave irradiation. Further catalyst (0.005 g) was added and the vial was heated at 130° C. for 10 minutes under ... Reaction conditions: temperature 150 celsius. RXN SMILES: [NH2:1][C:2]1[CH:3]=[C:4](B2OC(C)(C)C(C)(C)O2)[CH:5]=[CH:6][C:7]=1[Cl:8].Br[C:19]1[CH:20]=[N:21][N:22]([CH3:24])[CH:23]=1.C(=O)([O-])[O-].[Na+].[Na+]>C1(P(C2C=CC=CC=2)[C-]2C=CC=C2)C=CC=CC=1.[C-]1(P(C2C=CC=CC=2)C2C=CC=CC=2)C=CC=C1.[Fe+2].COCCOC>[Cl:8][C:7]1[CH:6]=[CH:5][C:4]([C:19]2[CH:20]=[N:21][N:22]([CH3:24])[CH:23]=2)=[CH:3][C:2]=1[NH2:1] |f:2.3.4,5.6.7|. The solvent is COCCOC (DME). Starting materials: [OH-].[Na+] (sodium hydroxide), COC=1C=C(CNC(C)C)C=CC1OC (N-(3,4-dimethoxybenzyl)-N-isopropyl amine), product, amine, ice water, COC=1C=C(C=O)C=CC1OC (3,4-dimethoxybenzaldehyde), C(C)(C)N (isopropylamine), ClC(C(=O)Cl)Cl (dichloroacetic acid chloride). The solvent is C1(=CC=CC=C1)C (toluene), C1(=CC=CC=C1)C (toluene). Yields the product COC=1C=C(CN(C(C(Cl)Cl)=O)C(C)C)C=CC1OC (N-(3,4-dimethoxybenzyl)-N-isopropyl-dichloroacetamide). As a reaction SMILES: [CH3:1][O:2][C:3]1[CH:4]=[C:5]([CH:11]=[CH:12][C:13]=1[O:14][CH3:15])[CH2:6][NH:7][CH:8]([CH3:10])[CH3:9].COC1C=C(C=CC=1OC)C=O.C(N)(C)C.[OH-].[Na+].[Cl:34][CH:35]([Cl:39])[C:36](Cl)=[O:37]>C1(C)C=CC=CC=1>[CH3:1][O:2][C:3]1[CH:4]=[C:5]([CH:11]=[CH:12][C:13]=1[O:14][CH3:15])[CH2:6][N:7]([CH:8]([CH3:10])[CH3:9])[C:36](=[O:37])[CH:35]([Cl:39])[Cl:34] |f:3.4|. Reported procedure: A mixture of 126 g N-(3,4-dimethoxybenzyl)-N-isopropyl amine (prepared by condensing 3,4-dimethoxybenzaldehyde and isopropylamine and hydrogenating the conversation product b.p. 77.5°-77.8°/0.03 mbar) and 250 ml of toluene is stirred in a 750 ml 4-neckflask until the amine is dissolved. Then 120 g of 20% sodium hydroxide is added thereto and the reaction-mixture is cooled in a CO2 /alcohol bath to a temperature of -10°/-15°. A mixture of 89 g of dichloroacetic acid chloride in 100 ml of toluene ... Reactants: COc1cc(CN2CCC(O)CC2)ccc1[N+](=O)[O-], CCO. Product: COc1cc(CN2CCC(O)CC2)ccc1N. As a reaction SMILES: [CH3:1][O:2][c:3]1[cH:4][c:5]([CH2:6][N:7]2[CH2:8][CH2:9][CH:10]([OH:13])[CH2:11][CH2:12]2)[cH:14][cH:15][c:16]1[N+:17]([O-:18])=[O:19].[CH3:20][CH2:21][OH:22]>>[CH3:1][O:2][c:3]1[cH:4][c:5]([CH2:6][N:7]2[CH2:8][CH2:9][CH:10]([OH:13])[CH2:11][CH2:12]2)[cH:14][cH:15][c:16]1[NH2:17]. The reactants are BrB(Br)Br, COC(=O)c1ccc(CC2CCc3ccc(OC)cc32)cc1, ClCCl. The product is COC(=O)c1ccc(CC2CCc3ccc(O)cc32)cc1. RXN SMILES: [B:1]([Br:2])([Br:3])[Br:4].[CH3:5][O:6][c:7]1[cH:8][cH:9][c:10]2[c:14]([cH:15]1)[CH:13]([CH2:16][c:17]1[cH:18][cH:19][c:20]([C:21](=[O:22])[O:23][CH3:24])[cH:25][cH:26]1)[CH2:12][CH2:11]2.[Cl:27][CH2:28][Cl:29]>>[OH:6][c:7]1[cH:8][cH:9][c:10]2[c:14]([cH:15]1)[CH:13]([CH2:16][c:17]1[cH:18][cH:19][c:20]([C:21](=[O:22])[O:23][CH3:24])[cH:25][cH:26]1)[CH2:12][CH2:11]2. Reactants: NC1=NC(=CC(=N1)C)Cl (2-Amino-4-methyl-6-chloropyrimidine), CNC (dimethylamine). Run in C(C)O (ethanol). Product: NC1=NC(=CC(=N1)C)N(C)C (2-amino-4-methyl-6-dimethylaminopyrimidine). RXN SMILES: [NH2:1][C:2]1[N:7]=[C:6]([CH3:8])[CH:5]=[C:4](Cl)[N:3]=1.[CH3:10][NH:11][CH3:12]>C(O)C>[NH2:1][C:2]1[N:7]=[C:6]([CH3:8])[CH:5]=[C:4]([N:11]([CH3:12])[CH3:10])[N:3]=1. Reported procedure: 2-Amino-4-methyl-6-chloropyrimidine (52 g, 0.36 mole) is heated at 160° C. for 18 hours with ethanol and an equimolar amount of dimethylamine in a pressure vessel. The reaction mixture is evaporated in vacuo taken up in 200 ml. of water containg 50 ml. 10 N sodium hydroxide and 300 ml. of methylene chloride. The mixture is extracted with methylene chloride and the organic layer dried and evaporated to dryness in vacuo affording 46 g of 2-amino-4-methyl-6-dimethylaminopyrimidine with a melting po... Starting materials: C(C)(C)(C)OC(=O)N(C=1C(=NC=CN1)C(=O)O)C=1C=NC=CC1 (3-(tert-Butoxycarbonyl-pyridin-3-yl-amino)-pyrazine-2-carboxylic acid), NC=1SC=C(N1)C (2-amino-4-methylthiazole), C(C)(C)N(C(C)C)CC (N,N-diisopropylethylamine), CN(C)C(=[N+](C)C)ON1C2=C(C=CC=C2)N=N1.[B-](F)(F)(F)F (TBTU). Run in CN(C)C=O (DMF). The product is C(C)(C)(C)OC(N(C=1C=NC=CC1)C1=NC=CN=C1C(NC=1SC=C(N1)C)=O)=O ([3-(4-Methyl-thiazol-2-ylcarbamoyl)-pyrazin-2-yl]-pyridin-3-yl-carbamic acid tert-butyl ester), foam. Yield: 46.0%. Reaction SMILES: [C:1]([O:5][C:6]([N:8]([C:18]1[CH:19]=[N:20][CH:21]=[CH:22][CH:23]=1)[C:9]1[C:10]([C:15]([OH:17])=O)=[N:11][CH:12]=[CH:13][N:14]=1)=[O:7])([CH3:4])([CH3:3])[CH3:2].[NH2:24][C:25]1[S:26][CH:27]=[C:28]([CH3:30])[N:29]=1.C(N(CC)C(C)C)(C)C.CN(C(ON1N=NC2C=CC=CC1=2)=[N+](C)C)C.[B-](F)(F)(F)F>CN(C=O)C>[C:1]([O:5][C:6](=[O:7])[N:8]([C:9]1[C:10]([C:15](=[O:17])[NH:24][C:25]2[S:26][CH:27]=[C:28]([CH3:30])[N:29]=2)=[N:11][CH:12]=[CH:13][N:14]=1)[C:18]1[CH:19]=[N:20][CH:21]=[CH:22][CH:23]=1)([CH3:3])([CH3:4])[CH3:2] |f:3.4|. Procedure: 3-(tert-Butoxycarbonyl-pyridin-3-yl-amino)-pyrazine-2-carboxylic acid (405 mg, 80%, 1.02 mmol), 2-amino-4-methylthiazole (129 mg, 1.12 mmol), N,N-diisopropylethylamine (0.23 ml, 1.33 mmol) and TBTU (430 mg, 1.33 mmol) were dissolved in 1 ml DMF and stirred over night at room temperature. The reaction mixture was quenched with water and extracted two times with ethyl acetate. The organic extracts were washed with 2N NaOH-solution, water and brine, dried with sodium sulfate, filtered and evaporate...